From a dataset of the Open Reaction Database (ORD), a public repository of structured organic reaction records. describe an organic reaction: reactants, conditions, products, and yield The reactants are FC1=C(C=C(C=C1)C)NC(=O)NC1=CC=C(OC2=C3C(=NC=C2)C=C(S3)C(=O)NCCCNC(OC(C)(C)C)=O)C=C1 (tert-butyl {3-[({7-[4-({[(2-fluoro-5-methylphenyl)amino]carbonyl}amino)phenoxy]thieno[3,2-b]pyridin-2-yl}carbonyl)amino]propyl}carbamate), FC(C(=O)O)(F)F (trifluoroacetic acid). Solvent: C(Cl)Cl (methylene chloride). Conditions: time 30 minute. The product is NCCCNC(=O)C1=CC2=NC=CC(=C2S1)OC1=CC=C(C=C1)NC(=O)NC1=C(C=CC(=C1)C)F (N-(3-aminopropyl)-7-[4-({[(2-fluoro-5-methylphenyl)amino]carbonyl}amino)phenoxy]thieno[3,2-b]pyridine-2-carboxamide). RXN SMILES: [F:1][C:2]1[CH:7]=[CH:6][C:5]([CH3:8])=[CH:4][C:3]=1[NH:9][C:10]([NH:12][C:13]1[CH:42]=[CH:41][C:16]([O:17][C:18]2[CH:23]=[CH:22][N:21]=[C:20]3[CH:24]=[C:25]([C:27]([NH:29][CH2:30][CH2:31][CH2:32][NH:33]C(=O)OC(C)(C)C)=[O:28])[S:26][C:19]=23)=[CH:15][CH:14]=1)=[O:11].FC(F)(F)C(O)=O>C(Cl)Cl>[NH2:33][CH2:32][CH2:31][CH2:30][NH:29][C:27]([C:25]1[S:26][C:19]2[C:20](=[N:21][CH:22]=[CH:23][C:18]=2[O:17][C:16]2[CH:15]=[CH:14][C:13]([NH:12][C:10]([NH:9][C:3]3[CH:4]=[C:5]([CH3:8])[CH:6]=[CH:7][C:2]=3[F:1])=[O:11])=[CH:42][CH:41]=2)[CH:24]=1)=[O:28]. Procedure: To a stirred suspension of tert-butyl {3-[({7-[4-({[(2-fluoro-5-methylphenyl)amino]carbonyl}amino)phenoxy]thieno[3,2-b]pyridin-2-yl}carbonyl)amino]propyl}carbamate (380 mg, 0.64 mmol) in 10 ml of methylene chloride was added 5 ml of trifluoroacetic acid. The mixture was stirred at room temperature for 30 minutes and evaporated to dryness under reduced pressure. The residue was re-dissolved in MeOH (5 ml) and poured into 100 ml of water with vigorous stirring. Saturated NaHCO3 solution was added ... Starting materials: CC(C)(C)OC(=O)N1CC=C(OS(=O)(=O)C(F)(F)F)C(C)(C)C1, CC(=O)[O-], CC(=O)[O-], CCCO, Cc1ccccc1, [Cl-], OB(O)c1cc(F)c(F)c2ccoc12, [Li+], [Na+], [Na+], O=C([O-])[O-], O, [Pd+2], c1ccc(P(c2ccccc2)c2ccccc2)cc1. The product is CC(C)(C)OC(=O)N1CC=C(c2cc(F)c(F)c3ccoc23)C(C)(C)C1. RXN SMILES: [C:1]([CH3:2])([CH3:3])([CH3:4])[O:5][C:6](=[O:7])[N:8]1[CH2:9][C:10]([CH3:22])([CH3:23])[C:11]([O:14][S:15]([C:16]([F:17])([F:18])[F:19])(=[O:20])=[O:21])=[CH:12][CH2:13]1.[C:66]([O-:67])(=[O:68])[CH3:69].[C:71]([O-:72])(=[O:73])[CH3:74].[CH2:75]([OH:76])[CH2:77][CH3:78].[CH3:79][c:80]1[cH:81][cH:82][cH:83][cH:84][cH:85]1.[Cl-:59].[F:44][c:45]1[c:46]([F:57])[cH:47][c:48]([B:54]([OH:55])[OH:56])[c:49]2[c:50]1[cH:51][cH:52][o:53]2.[Li+:58].[Na+:60].[Na+:61].[O-:62][C:63](=[O:64])[O-:65].[O:24].[Pd+2:70].[c:25]1([P:26]([c:27]2[cH:28][cH:29][cH:30][cH:31][cH:32]2)[c:33]2[cH:34][cH:35][cH:36][cH:37][cH:38]2)[cH:39][cH:40][cH:41][cH:42][cH:43]1>>[C:1]([CH3:2])([CH3:3])([CH3:4])[O:5][C:6](=[O:7])[N:8]1[CH2:9][C:10]([CH3:22])([CH3:23])[C:11]([c:48]2[cH:47][c:46]([F:57])[c:45]([F:44])[c:50]3[c:49]2[o:53][cH:52][cH:51]3)=[CH:12][CH2:13]1. Reactants: FC1=C(C=CC(=C1)C=1C(=NC=CC1)N)C1=CC=CC=C1 (3-(2-fluorobiphenyl-4-yl)pyridin-2-amine), O (water), [H-].[Na+] (sodium hydride), ClCCS(=O)(=O)Cl (2-chloroethanesulfonyl chloride). Solvent: C1CCOC1 (THF), CCCCCC (hexane), C1CCOC1 (THF). The product is FC1=C(C=CC(=C1)C1=CC=CN2C1=NS(CC2)(=O)=O)C2=CC=CC=C2 (9-(2-fluorobiphenyl-4-yl)-3,4-dihydropyrido[2,1-c][1,2,4]thiadiazine 2,2-dioxide). Yield: 54.0%. RXN SMILES: [H-].[Na+].Cl[CH2:4][CH2:5][S:6](Cl)(=[O:8])=[O:7].[F:10][C:11]1[CH:16]=[C:15]([C:17]2[C:18]([NH2:23])=[N:19][CH:20]=[CH:21][CH:22]=2)[CH:14]=[CH:13][C:12]=1[C:24]1[CH:29]=[CH:28][CH:27]=[CH:26][CH:25]=1.O>C1COCC1.CCCCCC>[F:10][C:11]1[CH:16]=[C:15]([C:17]2[C:18]3=[N:23][S:6](=[O:8])(=[O:7])[CH2:5][CH2:4][N:19]3[CH:20]=[CH:21][CH:22]=2)[CH:14]=[CH:13][C:12]=1[C:24]1[CH:25]=[CH:26][CH:27]=[CH:28][CH:29]=1 |f:0.1|. Procedure details: To a suspension of 60% sodium hydride (0.76 g) in THF (20 mL) was added 2-chloroethanesulfonyl chloride (1.85 g) under ice-cooling. The reaction mixture was stirred under ice-cooling for 5 min, and a solution of 3-(2-fluorobiphenyl-4-yl)pyridin-2-amine (1.0 g) in THF (20 mL) was added. The reaction mixture was stirred at room temperature overnight, and water and hexane were added under ice-cooling. The resulting solid was collected by filtration, washed with ethyl acetate, and dried under reduce... The reactants are CC(=O)[O-], CC(=O)[O-], CCCCCCC, CC(O)C1CCCC1, ClCCl, CCOC(=O)C=[N+]=[N-], [Rh+2]. Yields the product CCOC(=O)COC(C)C1CCCC1. RXN SMILES: [C:27]([O-:28])(=[O:29])[CH3:30].[C:32]([O-:33])(=[O:34])[CH3:35].[CH3:20][CH2:21][CH2:22][CH2:23][CH2:24][CH2:25][CH3:26].[CH:1]1([CH:6]([CH3:7])[OH:8])[CH2:2][CH2:3][CH2:4][CH2:5]1.[Cl:17][CH2:18][Cl:19].[N+:9](=[N-:10])=[CH:11][C:12](=[O:13])[O:14][CH2:15][CH3:16].[Rh+2:31]>>[CH:1]1([CH:6]([CH3:7])[O:8][CH2:11][C:12](=[O:13])[O:14][CH2:15][CH3:16])[CH2:2][CH2:3][CH2:4][CH2:5]1. The reactants are Cl.N1=C(C=CC=C1)CC(=O)O (2-pyridylacetic acid hydrochloride), C(CC(C)C)O (iso-amyl alcohol), Cl.C(C)N=C=NCCCN(C)C (1-ethyl-3-(3-dimethylaminopropyl)carbodiimide hydrochloride). Run in N1=CC=CC=C1 (pyridine), C(Cl)Cl (methylene chloride). Conditions: time 2 hour. The product is C(CC(C)C)OC(CC1=NC=CC=C1)=O (iso-amyl-2-(2-pyridyl)acetate). As a reaction SMILES: Cl.[N:2]1[CH:7]=[CH:6][CH:5]=[CH:4][C:3]=1[CH2:8][C:9]([OH:11])=[O:10].[CH2:12](O)[CH2:13][CH:14]([CH3:16])[CH3:15].Cl.C(N=C=NCCCN(C)C)C>N1C=CC=CC=1.C(Cl)Cl>[CH2:12]([O:10][C:9](=[O:11])[CH2:8][C:3]1[CH:4]=[CH:5][CH:6]=[CH:7][N:2]=1)[CH2:13][CH:14]([CH3:16])[CH3:15] |f:0.1,3.4|. Procedure details: A mixture of 2-pyridylacetic acid hydrochloride 10.00 g (57.60 mmol), iso-amyl alcohol 6.09 g (69.12 mmol) and 1-ethyl-3-(3-dimethylaminopropyl)carbodiimide hydrochloride 14.35 g (74.88 mmol) in 20 ml of pyridine and 80 ml of methylene chloride was stirred at room temperature for 2 hr. Reactants: NC=1C=CC2=C(C3=C(O2)CCC(C3)N(CC)CC)C1 (8-amino-1,2,3,4-tetrahydro-2-diethylaminodibenzofuran), Cl.C(C1=CC=NC=C1)(=O)Cl (isonicotinoyl chloride hydrochloride). The product is Cl.Cl.C(C)N(C1CC2=C(OC3=C2C=C(C=C3)NC(C3=CC=NC=C3)=O)CC1)CC (N-(N,N-Diethyl-1,2,3,4-tetrahydro-2-aminodibenzofur-8-yl)isonicotinamide dihydrochloride). Isolated yield 51.9%. RXN SMILES: [NH2:1][C:2]1[CH:3]=[CH:4][C:5]2[O:9][C:8]3[CH2:10][CH2:11][CH:12]([N:14]([CH2:17][CH3:18])[CH2:15][CH3:16])[CH2:13][C:7]=3[C:6]=2[CH:19]=1.[ClH:20].[C:21]([Cl:29])(=[O:28])[C:22]1[CH:27]=[CH:26][N:25]=[CH:24][CH:23]=1>>[ClH:29].[ClH:20].[CH2:15]([N:14]([CH2:17][CH3:18])[CH:12]1[CH2:11][CH2:10][C:8]2[O:9][C:5]3[CH:4]=[CH:3][C:2]([NH:1][C:21](=[O:28])[C:22]4[CH:27]=[CH:26][N:25]=[CH:24][CH:23]=4)=[CH:19][C:6]=3[C:7]=2[CH2:13]1)[CH3:16] |f:1.2,3.4.5|. Reported procedure: Beginning with 0.100 gm (0.30 mMol) 8-amino-1,2,3,4-tetrahydro-2-diethylaminodibenzofuran and 0.059 gm (0.33 mMol) isonicotinoyl chloride hydrochloride, 0.068 gm (52%) of the title compound were recovered as a yellow solid by the procedure described in Example 17. Reactants: O=C(O)c1ccccc1Br, COc1ccc(C)cc1OC, CS(=O)(=O)O. Product: COc1cc(C)c(C(=O)c2ccccc2Br)cc1OC. RXN SMILES: [Br:1][c:2]1[c:3]([C:4](=[O:5])[OH:6])[cH:7][cH:8][cH:9][cH:10]1.[CH3:11][O:12][c:13]1[c:14]([O:20][CH3:21])[cH:15][c:16]([CH3:19])[cH:17][cH:18]1.[CH3:22][S:23](=[O:24])(=[O:25])[OH:26]>>[Br:1][c:2]1[c:3]([C:4](=[O:6])[c:17]2[c:16]([CH3:19])[cH:15][c:14]([O:20][CH3:21])[c:13]([O:12][CH3:11])[cH:18]2)[cH:7][cH:8][cH:9][cH:10]1. The reactants are ClC=1SC(=CN1)CNC(=N[N+](=O)[O-])N(C)C (1-(2-chloro-5-thiazolylmethyl)-3,3-dimethyl-2-nitroguanidine), O (water), [H-].[Na+] (sodium hydride), solution, N#CBr (cyanogen bromide). The solvent is CN(C)C=O (DMF), CN(C)C=O (DMF), CC#N (CH3CN). The product is ClC=1SC(=CN1)CN(C(=N[N+](=O)[O-])N(C)C)C#N (1-(2-chloro-5-thiazolylmethyl)-1-cyano-3,3-dimethyl-2-nitroguanidine). Reaction SMILES: [H-].[Na+].[Cl:3][C:4]1[S:5][C:6]([CH2:9][NH:10][C:11]([N:16]([CH3:18])[CH3:17])=[N:12][N+:13]([O-:15])=[O:14])=[CH:7][N:8]=1.[N:19]#[C:20]Br.O>CN(C=O)C.CC#N>[Cl:3][C:4]1[S:5][C:6]([CH2:9][N:10]([C:20]#[N:19])[C:11]([N:16]([CH3:18])[CH3:17])=[N:12][N+:13]([O-:15])=[O:14])=[CH:7][N:8]=1 |f:0.1|. Procedure details: To a suspension of sodium hydride (60% dispersion in mineral oil) in DMF (3 ml) was added a solution of 1-(2-chloro-5-thiazolylmethyl)-3,3-dimethyl-2-nitroguanidine (0.49 g) in DMF (3 ml) dropwise over 5 minutes at room temperature under stirring. After stirring for five minutes, 2.08M solution of cyanogen bromide in CH3CN (1 ml) was added to the mixture over 5 minutes. After stirring for 1 hour, the reaction mixture was poured into 50 ml of water and the reaction vessel was washed with 10 ml of...